From a dataset of the Open Reaction Database (ORD), a public repository of structured organic reaction records. describe an organic reaction: reactants, conditions, products, and yield Starting materials: O=C([O-])[O-], CSc1nccc(-c2cccnc2Cl)n1, Oc1ccc(Cl)nc1, [Cs+], [Cs+], O. Yields the product CSc1nccc(-c2cccnc2Oc2ccc(Cl)nc2)n1. As a reaction SMILES: [C:1](=[O:2])([O-:3])[O-:4].[Cl:15][c:16]1[n:17][cH:18][cH:19][cH:20][c:21]1-[c:22]1[n:23][c:24]([S:28][CH3:29])[n:25][cH:26][cH:27]1.[Cl:7][c:8]1[cH:9][cH:10][c:11]([OH:14])[cH:12][n:13]1.[Cs+:5].[Cs+:6].[OH2:30]>>[Cl:7][c:8]1[cH:9][cH:10][c:11]([O:14][c:16]2[n:17][cH:18][cH:19][cH:20][c:21]2-[c:22]2[n:23][c:24]([S:28][CH3:29])[n:25][cH:26][cH:27]2)[cH:12][n:13]1. Reactants: O=C(O)C1CC(O)CN1, CCOC(C)=O, [Cl-], C=CCOC(=O)Cl, [Na+], [Na+], C1CCOC1, [OH-], O. The product is C=CCOC(=O)N1CC(O)CC1C(=O)O. RXN SMILES: [C:1](=[O:2])([OH:3])[CH:4]1[NH:5][CH2:6][CH:7]([OH:9])[CH2:8]1.[CH3:27][CH2:28][O:29][C:30](=[O:31])[CH3:32].[Cl-:20].[Cl:10][C:11](=[O:12])[O:13][CH2:14][CH:15]=[CH2:16].[Na+:18].[Na+:19].[O:21]1[CH2:22][CH2:23][CH2:24][CH2:25]1.[OH-:17].[OH2:26]>>[C:1](=[O:2])([OH:3])[CH:4]1[N:5]([C:11](=[O:12])[O:13][CH2:14][CH:15]=[CH2:16])[CH2:6][CH:7]([OH:9])[CH2:8]1. Reactants: BrC1=CN=C2N1N=C(C=C2)NCCC(C)(O)C (4-((3-bromoimidazo[1,2-b]pyridazin-6-yl)amino)-2-methylbutan-2-ol), NCC1=CC=C(C=C1)B(O)O ((4-(aminomethyl)phenyl)boronic acid). The product is NCC1=CC=C(C=C1)C1=CN=C2N1N=C(C=C2)NCCC(C)(O)C (4-((3-(4-(aminomethyl)phenyl)imidazo[1,2-b]pyridazin-6-yl)amino)-2-methylbutan-2-ol). Yield: 78.0%. RXN SMILES: Br[C:2]1[N:6]2[N:7]=[C:8]([NH:11][CH2:12][CH2:13][C:14]([CH3:17])([OH:16])[CH3:15])[CH:9]=[CH:10][C:5]2=[N:4][CH:3]=1.[NH2:18][CH2:19][C:20]1[CH:25]=[CH:24][C:23](B(O)O)=[CH:22][CH:21]=1>>[NH2:18][CH2:19][C:20]1[CH:25]=[CH:24][C:23]([C:2]2[N:6]3[N:7]=[C:8]([NH:11][CH2:12][CH2:13][C:14]([CH3:17])([OH:16])[CH3:15])[CH:9]=[CH:10][C:5]3=[N:4][CH:3]=2)=[CH:22][CH:21]=1. Procedure: The 4-((3-bromoimidazo[1,2-b]pyridazin-6-yl)amino)-2-methylbutan-2-ol was coupled with (4-(aminomethyl)phenyl)boronic acid as described in example 5.6.19 to afford the titled compound in 78% yield. 1H NMR (400 MHz, METHANOL-d4) δ ppm 1.29 (s, 6H) 1.84-1.94 (m, 2H) 3.49-3.58 (m, 2H) 4.24 (s, 2H) 7.25 (d, J=9.85 Hz, 1H) 7.67 (d, J=8.59 Hz, 2H) 7.97 (d, J=9.85 Hz, 1H) 8.22-8.29 (m, 3H); LRMS (ESI) m/e 326.0 [(M+H)+, calcd for C18H23N5O 325.0]. Starting materials: COC=1C=C2C(=CNC2=CC1)CCCCN1CCC(CC1)C1=CNC2=CC=C(C=C12)C(=O)O (3-[1-(4-(5-methoxyindol-3-yl)butyl)-4-piperidyl]indole-5-carboxylic acid), CS(=O)(=O)[O-].ClC1=[N+](C=CC=C1)C (2-chloro-1-methylpyridinium methanesulfonate), N (NH3). The solvent is CN1C(CCC1)=O (N-methylpyrrolidone). Conditions: time 12 hour. Yields the product COC=1C=C2C(=CNC2=CC1)CCCCN1CCC(CC1)C1=CNC2=CC=C(C=C12)C(=O)N (3-[1-(4-(5-methoxyindol-3-yl)butyl)-4-piperidyl]indole-5-carboxamide). RXN SMILES: [CH3:1][O:2][C:3]1[CH:4]=[C:5]2[C:9](=[CH:10][CH:11]=1)[NH:8][CH:7]=[C:6]2[CH2:12][CH2:13][CH2:14][CH2:15][N:16]1[CH2:21][CH2:20][CH:19]([C:22]2[C:30]3[C:25](=[CH:26][CH:27]=[C:28]([C:31](O)=[O:32])[CH:29]=3)[NH:24][CH:23]=2)[CH2:18][CH2:17]1.CS([O-])(=O)=O.ClC1C=CC=C[N+:41]=1C.N>CN1CCCC1=O>[CH3:1][O:2][C:3]1[CH:4]=[C:5]2[C:9](=[CH:10][CH:11]=1)[NH:8][CH:7]=[C:6]2[CH2:12][CH2:13][CH2:14][CH2:15][N:16]1[CH2:17][CH2:18][CH:19]([C:22]2[C:30]3[C:25](=[CH:26][CH:27]=[C:28]([C:31]([NH2:41])=[O:32])[CH:29]=3)[NH:24][CH:23]=2)[CH2:20][CH2:21]1 |f:1.2|. Reported procedure: 2.1 g of 3-[1-(4-(5-methoxyindol-3-yl)butyl)-4-piperidyl]indole-5-carboxylic acid are suspended in 100 ml of N-methylpyrrolidone. 3.2 g of 2-chloro-1-methylpyridinium methanesulfonate are then added and the mixture is stirred at room temperature for 12 hours. Dried NH3 gas is passed into the resulting solution until it is saturated and it is stirred again for 10 hours. Working-up in a conventional manner gives 3-[1-(4-(5-methoxyindol-3-yl)butyl)-4-piperidyl]indole-5-carboxamide. Starting materials: FC(C1=CC=C(C=C1)P(C1=CC=C(C=C1)C(F)(F)F)C1=CC=C(C=C1)C(F)(F)F)(F)F (tris(4-trifluoromethylphenyl)phosphine), S(=O)(=O)(OC)C1=CC=C(C)C=C1 (methyl tosylate). Yields the product S(=O)(=O)([O-])C1=CC=C(C)C=C1.C[P+](C1=CC=C(C=C1)C(F)(F)F)(C1=CC=C(C=C1)C(F)(F)F)C1=CC=C(C=C1)C(F)(F)F (Methyltris(4-trifluoromethylphenyl)phosphonium tosylate). Yield: 73.4%. Reaction SMILES: [F:1][C:2]([F:31])([F:30])[C:3]1[CH:8]=[CH:7][C:6]([P:9]([C:20]2[CH:25]=[CH:24][C:23]([C:26]([F:29])([F:28])[F:27])=[CH:22][CH:21]=2)[C:10]2[CH:15]=[CH:14][C:13]([C:16]([F:19])([F:18])[F:17])=[CH:12][CH:11]=2)=[CH:5][CH:4]=1.[S:32]([C:37]1[CH:43]=[CH:42][C:40]([CH3:41])=[CH:39][CH:38]=1)([O:35][CH3:36])(=[O:34])=[O:33]>>[S:32]([C:37]1[CH:43]=[CH:42][C:40]([CH3:41])=[CH:39][CH:38]=1)([O-:35])(=[O:34])=[O:33].[CH3:36][P+:9]([C:6]1[CH:5]=[CH:4][C:3]([C:2]([F:1])([F:30])[F:31])=[CH:8][CH:7]=1)([C:20]1[CH:25]=[CH:24][C:23]([C:26]([F:29])([F:27])[F:28])=[CH:22][CH:21]=1)[C:10]1[CH:15]=[CH:14][C:13]([C:16]([F:18])([F:19])[F:17])=[CH:12][CH:11]=1 |f:2.3|. Reported procedure: A mixture of 5.25 g (11.3 mmol) of tris(4-trifluoromethylphenyl)phosphine and 2.43 g (13.0 mmol) of methyl tosylate were allowed to react for 2 hr at 135° C. A total of 5.41 g (8.29 mmol, 73.4%) of product was obtained, which was further purified by recrystallization from toluene-ethanol. Analyses: mp 185.0°-185.8° C. The product is CCOC(=O)COc1cc(F)c([N+](=O)[O-])cc1[N+](=O)[O-]. Reactants: CS(C)=O, [F-], [K+], CCOC(=O)COc1cc(Cl)c([N+](=O)[O-])cc1[N+](=O)[O-], O. RXN SMILES: [CH3:23][S:24]([CH3:25])=[O:26].[F-:21].[K+:22].[N+:1](=[O:2])([O-:3])[c:4]1[c:5]([O:6][CH2:7][C:8](=[O:9])[O:10][CH2:11][CH3:12])[cH:13][c:14]([Cl:20])[c:15]([N+:17](=[O:18])[O-:19])[cH:16]1.[OH2:27]>>[N+:1](=[O:2])([O-:3])[c:4]1[c:5]([O:6][CH2:7][C:8](=[O:9])[O:10][CH2:11][CH3:12])[cH:13][c:14]([F:21])[c:15]([N+:17](=[O:18])[O-:19])[cH:16]1. The reactants are OC1=C(C=CC(=C1CCC)OCC1=CC=CC=C1)C(C)=O (1-[2-hydroxy-4-(phenylmethoxy)-3-propylphenyl]ethanone), COC(N(C)C)OC (dimethylformamide dimethyl acetal), C=1(C(=CC=CC1)C)C (xylene), O.C1(=CC=C(C=C1)S(=O)(=O)O)C (p-toluenesulfonic acid monohydrate). Solvent: CO (methanol), C(C)O (ethanol), O (water), CCOCC (ether). Run at time 2 hour. The product is C1(=CC=CC=C1)COC1=C(C2=C(C(C=CO2)=O)C=C1)CCC (7-(phenylmethoxy)-8-propyl-4H-1-benzopyran-4-one). Isolated yield 87.4%. As a reaction SMILES: [OH:1][C:2]1[C:7]([CH2:8][CH2:9][CH3:10])=[C:6]([O:11][CH2:12][C:13]2[CH:18]=[CH:17][CH:16]=[CH:15][CH:14]=2)[CH:5]=[CH:4][C:3]=1[C:19](=[O:21])[CH3:20].[CH3:22]OC(OC)N(C)C.C1(C)C(C)=CC=CC=1.O.C1(C)C=CC(S(O)(=O)=O)=CC=1>O.CCOCC.C(O)C.CO>[C:13]1([CH2:12][O:11][C:6]2[CH:5]=[CH:4][C:3]3[C:19](=[O:21])[CH:20]=[CH:22][O:1][C:2]=3[C:7]=2[CH2:8][CH2:9][CH3:10])[CH:14]=[CH:15][CH:16]=[CH:17][CH:18]=1 |f:3.4|. Reported procedure: A mixture of 3.09 g (10.88 mmol) of 1-[2-hydroxy-4-(phenylmethoxy)-3-propylphenyl]ethanone, 1.55 g (13 mmol) of dimethylformamide dimethyl acetal, and 2.7 mL of xylene was stirred and heated in a 120°-130° C. oil-bath as methanol was distilled out using a 3 in. Vigreux column, over a 2 hr period. The bath temperature was then raised to 150°-160° C. and the reaction mixture was stirred at this temperature for an additional 30 min. The mixture was cooled and concentrated at 60° C./ high vacuum. To... Reactants: N(=O)[O-].[Na+] (sodium nitrite), NC=1C=CC(=NC1)OC1=C(C(=O)OC)C=C(C=C1)Cl (methyl 2-[(5-aminopyridin-2-yl)oxy]-5-chlorobenzoate), F[B-](F)(F)F.[H+] (tetrafluoroboric acid). The solvent is O (water), O (water). Run at temperature 140 celsius, time 5 hour. Product: ClC=1C=CC(=C(C(=O)OC)C1)OC1=NC=C(C=C1)F (Methyl 5-chloro-2-[(5-fluoropyridin-2-yl)oxy]benzoate). Yield: 42.0%. RXN SMILES: N([O-])=O.[Na+].N[C:6]1[CH:7]=[CH:8][C:9]([O:12][C:13]2[CH:22]=[CH:21][C:20]([Cl:23])=[CH:19][C:14]=2[C:15]([O:17][CH3:18])=[O:16])=[N:10][CH:11]=1.[F:24][B-](F)(F)F.[H+]>O>[Cl:23][C:20]1[CH:21]=[CH:22][C:13]([O:12][C:9]2[CH:8]=[CH:7][C:6]([F:24])=[CH:11][N:10]=2)=[C:14]([CH:19]=1)[C:15]([O:17][CH3:18])=[O:16] |f:0.1,3.4|. Procedure details: To a solution of sodium nitrite (224 mg, 3.25 mmol) in water (5 mL) was added methyl 2-[(5-aminopyridin-2-yl)oxy]-5-chlorobenzoate (907 mg, 3.25 mmol) and 48% tetrafluoroboric acid in water (5 mL) at 0° C. The reaction mixture was stirred for 5 h. The resulting precipitate was collected by filtration and dried under reduced pressure at room temperature. To the solids of tetrafluoroborate were added chlorobenzene (5 mL) and the mixture was heated at 140° C. for 40 min. The reaction mixture was di... The reactants are C(C1=CC=CC=C1)N1CCN(CC1)C1=CC=C(C=C1)CO ([4-(4-Benzyl-piperazin-1-yl)phenyl]-methanol). The reagents and catalysts are [Pd] (palladium on charcoal). Run in CCO (EtOH), CCO (EtOH). Conditions: time 60 hour. Yields the product N1(CCNCC1)C1=CC=C(C=C1)CO ((4-Piperazin-1-yl-phenyl)-methanol). Isolated yield 100.0%. As a reaction SMILES: C([N:8]1[CH2:13][CH2:12][N:11]([C:14]2[CH:19]=[CH:18][C:17]([CH2:20][OH:21])=[CH:16][CH:15]=2)[CH2:10][CH2:9]1)C1C=CC=CC=1>CCO.[Pd]>[N:11]1([C:14]2[CH:15]=[CH:16][C:17]([CH2:20][OH:21])=[CH:18][CH:19]=2)[CH2:12][CH2:13][NH:8][CH2:9][CH2:10]1. Reported procedure: To a solution of [4-(4-Benzyl-piperazin-1-yl)phenyl]-methanol in EtOH (50 ml) under a blanket of argon was added a suspension of 10% palladium on charcoal (1.5 g) in EtOH (150 ml). Hydrogen was bubbled through the suspension for 1 h and then the reaction mixture was stirred under a blanket of hydrogen for 60 h at RT. The catalyst was filtered off and the solvent removed in vacuo to yield the title compound as a white solid (4.8 g, 100%). 1H-NMR δ (CDCl3) 7.30–7.21 (2H, m, ArH), 6.94–6.88 (2H, m,...